From a dataset of the Open Reaction Database (ORD), a public repository of structured organic reaction records. describe an organic reaction: reactants, conditions, products, and yield Starting materials: NC1=C(C(C1=O)=O)NCCCOC1=CC(=CC=C1)CN1CCCCC1 (1-Amino-2-[3-(3-piperidinomethylphenoxy)propylamino]-1-cyclobutene-3,4-dione), Cl (hydrochloric acid). The solvent is CC(C)O (2-propanol). Run at temperature 0 celsius. Product: Cl.NC1=C(C(C1=O)=O)NCCCOC1=CC(=CC=C1)CN1CCCCC1 (1-Amino-2-[3-(3-piperidinomethylphenoxy)propylamino)-1-cyclobutene-3,4-dione hydrochloride). Isolated yield 56.4%. RXN SMILES: [NH2:1][C:2]1[C:5](=[O:6])[C:4](=[O:7])[C:3]=1[NH:8][CH2:9][CH2:10][CH2:11][O:12][C:13]1[CH:18]=[CH:17][CH:16]=[C:15]([CH2:19][N:20]2[CH2:25][CH2:24][CH2:23][CH2:22][CH2:21]2)[CH:14]=1.[ClH:26]>CC(O)C>[ClH:26].[NH2:1][C:2]1[C:5](=[O:6])[C:4](=[O:7])[C:3]=1[NH:8][CH2:9][CH2:10][CH2:11][O:12][C:13]1[CH:18]=[CH:17][CH:16]=[C:15]([CH2:19][N:20]2[CH2:25][CH2:24][CH2:23][CH2:22][CH2:21]2)[CH:14]=1 |f:3.4|. Procedure details: A mixture of 1-amino-2-[3-(3-piperidinomethylphenoxy)-propylamino]-1-cyclobutene-3,4-dione [prepared in Step A] (2.68 g, 0.0078 mole), 2-propanol (8.5 mL), and 1M aqueous hydrochloric acid (8.0 mL, 0.008 mole) was heated to reflux with stirring. Insoluble material was removed by filtration and acetone (24 mL) was added to the hot solution. The mixture was stirred at ambient temperature for 18 hours, then cooled to 0° C. The solid was collected by filtration, washed with acetone:2-propanol (2:1) ...